This data is from the Open Reaction Database (ORD), a public repository of structured organic reaction records. The task is: describe an organic reaction: reactants, conditions, products, and yield Starting materials: C(C1=CC=CC=C1)OC=1C(=C2N(C=3C(=C(C(=C(C3C(C2=CC1)=O)O)OC)OC)OC)C)OC (6-benzyloxy-1-hydroxy-10-methyl-2,3,4,5-tetramethoxy-9-acridone), O1CCOCC1 (dioxane). The reagents and catalysts are [Pd] (palladium on carbon). The solvent is C(C)O (ethanol). Conditions: time 2.5 hour. The product is OC1=C(C(=C(C=2NC3=C(C(=CC=C3C(C12)=O)O)OC)OC)OC)OC (1,6-Dihydroxy-2,3,4,5-tetramethoxy-9-acridone). As a reaction SMILES: C([O:8][C:9]1[C:10]([O:32][CH3:33])=[C:11]2[C:20](=[CH:21][CH:22]=1)[C:19](=[O:23])[C:18]1[C:17]([OH:24])=[C:16]([O:25][CH3:26])[C:15]([O:27][CH3:28])=[C:14]([O:29][CH3:30])[C:13]=1[N:12]2C)C1C=CC=CC=1.O1CCOCC1>C(O)C.[Pd]>[OH:24][C:17]1[C:18]2[C:19](=[O:23])[C:20]3[C:11](=[C:10]([O:32][CH3:33])[C:9]([OH:8])=[CH:22][CH:21]=3)[NH:12][C:13]=2[C:14]([O:29][CH3:30])=[C:15]([O:27][CH3:28])[C:16]=1[O:25][CH3:26]. Procedure details: A mixture of 6-benzyloxy-1-hydroxy-10-methyl-2,3,4,5-tetramethoxy-9-acridone (344 mg, 0.76 mmol) in ethanol (80 ml) containing dioxane (20 ml) and 10% palladium on carbon (200 mg) was hydrogenated at 50 psi for 2.5 hours. The mixture was filtered through a pad of Celite and washed well with ethanol and chloroform. The combined filtrate and washings were evaporated in vacuo to dryness. The solid residue was recrystallized from a mixture of ethanol/hexane (2:3) to give 1,6-Dihydroxy-2,3,4,5-tetram... The reactants are FC(C(=O)O)(F)F (Trifluoroacetic acid), C(C)(C)(C)OC(=O)CN1C(C2=CC=C(C=C2C(=N1)NCC1=CC(=C(C=C1)OC)Cl)C#N)=O (2-tert-Butoxycarbonylmethyl-4-(3-chloro-4-methoxybenzyl)amino-6-cyano-1(2H)-phthalazinone). Reaction conditions: time 1 hour. Product: C(=O)(O)CN1C(C2=CC=C(C=C2C(=N1)NCC1=CC(=C(C=C1)OC)Cl)C#N)=O (2-Carboxymethyl-4-(3-chloro-4-methoxybenzyl)amino-6-cyano-1(2H)-phthalazinone). Isolated yield 16.7%. As a reaction SMILES: FC(F)(F)C(O)=O.C([O:12][C:13]([CH2:15][N:16]1[N:25]=[C:24]([NH:26][CH2:27][C:28]2[CH:33]=[CH:32][C:31]([O:34][CH3:35])=[C:30]([Cl:36])[CH:29]=2)[C:23]2[C:18](=[CH:19][CH:20]=[C:21]([C:37]#[N:38])[CH:22]=2)[C:17]1=[O:39])=[O:14])(C)(C)C>>[C:13]([CH2:15][N:16]1[N:25]=[C:24]([NH:26][CH2:27][C:28]2[CH:33]=[CH:32][C:31]([O:34][CH3:35])=[C:30]([Cl:36])[CH:29]=2)[C:23]2[C:18](=[CH:19][CH:20]=[C:21]([C:37]#[N:38])[CH:22]=2)[C:17]1=[O:39])([OH:14])=[O:12]. Procedure: Trifluoroacetic acid (5 ml) was added to 0.41 g of the t-butyl ester prepared in Example 22. The obtained mixture was stirred at room temperature for one hour and freed from the trifluoroacetic acid by vacuum distillation. The obtained residue was recrystallized from ethanol/water to give 0.06 g of the title compound as a yellow crystal. The reactants are OC1=C(C=O)C=CC(=C1)O (2,4-dihydroxybenzaldehyde), BrCC=C (3-bromopropene), C([O-])([O-])=O.[K+].[K+] (potassium carbonate), CC(=O)C (acetone). Product: C(C=C)OC1=C(C=O)C=CC(=C1)OCC=C (2,4-diprop-2-enyloxybenzaldehyde). The yield is 93.0%. As a reaction SMILES: [OH:1][C:2]1[CH:9]=[C:8]([OH:10])[CH:7]=[CH:6][C:3]=1[CH:4]=[O:5].Br[CH2:12][CH:13]=[CH2:14].C(=O)([O-])[O-].[K+].[K+].[CH3:21][C:22]([CH3:24])=O>>[CH2:12]([O:1][C:2]1[CH:9]=[C:8]([O:10][CH2:24][CH:22]=[CH2:21])[CH:7]=[CH:6][C:3]=1[CH:4]=[O:5])[CH:13]=[CH2:14] |f:2.3.4|. Procedure details: To a solution of 6.9 g (50 mmol) of 2,4-dihydroxybenzaldehyde in 100 ml of acetone was added 12 ml (120 mmol) of 3-bromopropene and 40 g of potassium carbonate and the mixture was refluxed for 3 h under stirring. The mixture was filtered and the filtrate concentrated in vacuo to give 10.2 g (93%) of 2,4-diprop-2-enyloxybenzaldehyde as slightly reddish crystals. Reactants: compound [ 4-6 ], FC(C=1C=C(CCl)C=CC1)(F)F (3-(trifluoromethyl)benzyl chloride), C(C1=CC=CC=C1)N1C=CC2=CC=C(C=C12)CC(=O)O (2-(1-benzyl-1H-indole-6-yl)acetic acid). Product: FC(C=1C=C(CN2C=CC3=CC=C(C=C23)CC(=O)O)C=CC1)(F)F (2-{1-[3-(trifluoromethyl)benzyl]-1H-indole-6-yl}acetic acid), C(C1=CC=CC=C1)N1C=CC2=CC=C(C=C12)CC(=O)O (2-(1-benzyl-1H-indole-6-yl)acetic acid). Reaction SMILES: [F:1][C:2]([F:12])([F:11])[C:3]1[CH:4]=[C:5]([CH:8]=[CH:9][CH:10]=1)[CH2:6]Cl.[CH2:13]([N:20]1[C:28]2[C:23](=[CH:24][CH:25]=[C:26]([CH2:29][C:30]([OH:32])=[O:31])[CH:27]=2)[CH:22]=[CH:21]1)[C:14]1[CH:19]=[CH:18][CH:17]=[CH:16][CH:15]=1>>[F:1][C:2]([F:12])([F:11])[C:3]1[CH:4]=[C:5]([CH:8]=[CH:9][CH:10]=1)[CH2:6][N:20]1[C:28]2[C:23](=[CH:24][CH:25]=[C:26]([CH2:29][C:30]([OH:32])=[O:31])[CH:27]=2)[CH:22]=[CH:21]1.[CH2:13]([N:20]1[C:28]2[C:23](=[CH:24][CH:25]=[C:26]([CH2:29][C:30]([OH:32])=[O:31])[CH:27]=2)[CH:22]=[CH:21]1)[C:14]1[CH:15]=[CH:16][CH:17]=[CH:18][CH:19]=1. Procedure details: The titled compound (38 mg) as a white solid was prepared from the compound [4-6] obtained in the process (6) of Example 4 (100 mg) and 3-(trifluoromethyl)benzyl chloride according to the method of the process (7) of Example 4. Reactants: COC=1C=C(C=CC1)SC1=C(C(=O)N)C=CC(=C1CC)CC (2-[(3-methoxyphenyl)thio]diethylbenzamide), solution, C(C)(C)[N-]C(C)C.[Li+] (lithium diisopropylamide), CO (Methanol). The solvent is O1CCCC1 (tetrahydrofuran), CCCCCCC.C1CCOC1 (heptane THF), O1CCCC1 (tetrahydrofuran). Conditions: temperature 0 celsius, time 2 hour. The product is COC1=CC=CC=2SC3=CC=CC=C3C(C12)=O (1-methoxythioxanthen-9-one). RXN SMILES: C([N-]C(C)C)(C)C.[Li+].[CH3:9][O:10][C:11]1[CH:12]=[C:13]([S:17][C:18]2[C:26](CC)=[C:25](CC)[CH:24]=[CH:23][C:19]=2[C:20](N)=[O:21])[CH:14]=[CH:15][CH:16]=1.CO>CCCCCCC.C1COCC1.O1CCCC1>[CH3:9][O:10][C:11]1[C:12]2[C:20](=[O:21])[C:19]3[C:18](=[CH:26][CH:25]=[CH:24][CH:23]=3)[S:17][C:13]=2[CH:14]=[CH:15][CH:16]=1 |f:0.1,4.5|. Procedure details: Finally, 1-methoxythioxanthen-9-one (S-12) was prepared. A stirred mixture of 2.05 mL of a 2.0 M solution in heptane/THF of lithium diisopropylamide (4.1 mmol) diluted with 15 mL of anhydrous tetrahydrofuran was cooled to 0° C. and treated dropwise with a solution of 2-[(3-methoxyphenyl)thio]diethylbenzamide (0.4 g, 1.4 mmol) in 3 mL of anhydrous tetrahydrofuran. The reaction mixture was warmed to ambient and stirred for 2 h. Methanol (1 mL) was added, and the resulting solution was washed twice... Solvent: N1=CC=CC=C1 (pyridine). Product: COCOC1=CC2=C(C(C(CO2)(C)C2=CC=C(C=C2)OCOC)CCCCCCCCOS(=O)(=O)C2=CC=C(C=C2)C)C=C1 ((3RS,4RS)-7-methoxymethyloxy-3-[4-(methoxymethyloxy)phenyl]-3-methyl-4-[8-(p-toluenesulfonyloxy)octyl]-2,3-dihydro-4H-benzopyran). As a reaction SMILES: [OH:1][CH2:2][CH2:3][CH2:4][CH2:5][CH2:6][CH2:7][CH2:8][CH2:9][CH:10]1[C:15]2[CH:16]=[CH:17][C:18]([O:20][CH2:21][O:22][CH3:23])=[CH:19][C:14]=2[O:13][CH2:12][C:11]1([C:25]1[CH:30]=[CH:29][C:28]([O:31][CH2:32][O:33][CH3:34])=[CH:27][CH:26]=1)[CH3:24].ClCCl.[C:38]1([CH3:48])[CH:43]=[CH:42][C:41]([S:44](Cl)(=[O:46])=[O:45])=[CH:40][CH:39]=1.O>N1C=CC=CC=1>[CH3:23][O:22][CH2:21][O:20][C:18]1[CH:17]=[CH:16][C:15]2[CH:10]([CH2:9][CH2:8][CH2:7][CH2:6][CH2:5][CH2:4][CH2:3][CH2:2][O:1][S:44]([C:41]3[CH:42]=[CH:43][C:38]([CH3:48])=[CH:39][CH:40]=3)(=[O:46])=[O:45])[C:11]([C:25]3[CH:26]=[CH:27][C:28]([O:31][CH2:32][O:33][CH3:34])=[CH:29][CH:30]=3)([CH3:24])[CH2:12][O:13][C:14]=2[CH:19]=1. Run at time 6 hour. Yield: 103.2%. The reactants are O (Water), ClCCl (dichloromethane), C1(=CC=C(C=C1)S(=O)(=O)Cl)C (p-Toluenesulfonylchloride), OCCCCCCCCC1C(COC2=C1C=CC(=C2)OCOC)(C)C2=CC=C(C=C2)OCOC ((3RS,4RS)-4-(8-Hydroxyoctyl)-7-methoxymethyloxy-3-[4-(methoxymethyloxy)phenyl]-3-methyl-2,3-dihydro-4H-benzopyran). Procedure: (3RS,4RS)-4-(8-Hydroxyoctyl)-7-methoxymethyloxy-3-[4-(methoxymethyloxy)phenyl]-3-methyl-2,3-dihydro-4H-benzopyran (80 mg, 0.17 mmol) was dissolved in pyridine (2 ml) and dichloromethane (0.5 ml) and then cooled to 0° C. p-Toluenesulfonylchloride (0.12 g, 0.63 mmol) was added thereto and the mixture was stirred for 6 hours at room temperature. Water was added thereto at 0° C. and the reaction solution was extracted with ethyl acetate, washed with saturated saline and then dried over magnesium sul... Starting materials: CC(=O)O[BH-](OC(C)=O)OC(C)=O, O=C([O-])[O-], C=O, CC(C)=O, CC(Cl)Cl, N#CCC1CC(N)CCC1N(Cc1ccccc1)Cc1ccccc1, [Na+], [Na+], [Na+]. Yields the product CC(C)N(C)C1CCC(N(Cc2ccccc2)Cc2ccccc2)C(CC#N)C1. Reaction SMILES: [C:26]([O:27][BH-:28]([O:29][C:30](=[O:31])[CH3:32])[O:33][C:34](=[O:35])[CH3:36])(=[O:37])[CH3:38].[C:42](=[O:43])([O-:44])[O-:45].[CH2:40]=[O:41].[CH3:48][C:49]([CH3:50])=[O:51].[Cl:52][CH:53]([Cl:54])[CH3:55].[NH2:1][CH:2]1[CH2:3][CH2:4][CH:5]([N:11]([CH2:12][c:13]2[cH:14][cH:15][cH:16][cH:17][cH:18]2)[CH2:19][c:20]2[cH:21][cH:22][cH:23][cH:24][cH:25]2)[CH:6]([CH2:8][C:9]#[N:10])[CH2:7]1.[Na+:39].[Na+:46].[Na+:47]>>[N:1]([CH:2]1[CH2:3][CH2:4][CH:5]([N:11]([CH2:12][c:13]2[cH:14][cH:15][cH:16][cH:17][cH:18]2)[CH2:19][c:20]2[cH:21][cH:22][cH:23][cH:24][cH:25]2)[CH:6]([CH2:8][C:9]#[N:10])[CH2:7]1)([CH3:26])[CH:49]([CH3:48])[CH3:50]. Reaction SMILES: [CH2:9]([CH3:10])[Br:11].[CH3:42][CH2:43][OH:44].[ClH:41].[F:12][c:13]1[cH:14][cH:15][c:16]([CH2:19][CH2:20][NH:21][CH2:22][CH:23]2[CH2:24][CH2:25][N:26]([C:29](=[O:30])[c:31]3[n:32]([CH3:40])[n:33][c:34]4[cH:35][cH:36][cH:37][cH:38][c:39]34)[CH2:27][CH2:28]2)[cH:17][cH:18]1.[I-:8].[K+:1].[K+:2].[K+:7].[O-:3][C:4]([O-:5])=[O:6]>>[CH2:9]([CH3:10])[N:21]([CH2:20][CH2:19][c:16]1[cH:15][cH:14][c:13]([F:12])[cH:18][cH:17]1)[CH2:22][CH:23]1[CH2:24][CH2:25][N:26]([C:29](=[O:30])[c:31]2[n:32]([CH3:40])[n:33][c:34]3[cH:35][cH:36][cH:37][cH:38][c:39]23)[CH2:27][CH2:28]1.[ClH:41]. Starting materials: CCBr, CCO, Cl, Cn1nc2ccccc2c1C(=O)N1CCC(CNCCc2ccc(F)cc2)CC1, [I-], [K+], [K+], [K+], O=C([O-])[O-]. The product is CCN(CCc1ccc(F)cc1)CC1CCN(C(=O)c2c3ccccc3nn2C)CC1, Cl.